This data is from the Open Reaction Database (ORD), a public repository of structured organic reaction records. The task is: describe an organic reaction: reactants, conditions, products, and yield Starting materials: CC12NC(C(C(C1)O)CC2)(C)C (1,3,3-trimethyl-2-azabicyclo[2.2.2]octane-5ol), C(C)(=O)OC(C)=O (acetic anhydride). The solvent is C(C)(=O)O (acetic acid). Reaction conditions: time 8 hour. Product: C(C)(=O)OC1C2C(NC(C1)(CC2)C)(C)C (5-Acetoxy-1,3,3-trimethyl-2-azabicyclo[2.2.2]octane). Yield: 36.4%. Reaction SMILES: [CH3:1][C:2]12[CH2:10][CH2:9][CH:5]([CH:6]([OH:8])[CH2:7]1)[C:4]([CH3:12])([CH3:11])[NH:3]2.[C:13](OC(=O)C)(=[O:15])[CH3:14]>C(O)(=O)C>[C:13]([O:8][CH:6]1[CH2:7][C:2]2([CH3:1])[CH2:10][CH2:9][CH:5]1[C:4]([CH3:12])([CH3:11])[NH:3]2)(=[O:15])[CH3:14]. Procedure: To a solution of 1.8 g (0.016 moles) of 1,3,3-trimethyl-2-azabicyclo[2.2.2]octane-5ol in 30 ml of glacial acetic acid in a 100 ml flask equipped with a magnetic stirrer, thermometer, condenser, and drying tube was added 1.0 ml (0.106 moles) of acetic anhydride. The solution was boiled under reflux for 20 hours. The reaction mixture was then cooled and evaporated under reduced pressure. The residue was taken up in hexane, and allowed to stand at room temperature overnight. The solution was then f... The reactants are C1(=CC=CC=C1)P(C1=CC=CC=C1)(C1=CC=CC=C1)=CC=O ((triphenylphosphoranylidene)acetaldehyde), BrC=1C=CC(=NC1)C=O (5-bromopyridine-2-carbaldehyde). The product is BrC=1C=CC(=NC1)/C=C/C=O ((E)-3-(5-Bromopyridin-2-yl)-propenal). Reaction SMILES: C1(P(=[CH:20][CH:21]=[O:22])(C2C=CC=CC=2)C2C=CC=CC=2)C=CC=CC=1.[Br:23][C:24]1[CH:25]=[CH:26][C:27]([CH:30]=O)=[N:28][CH:29]=1>>[Br:23][C:24]1[CH:25]=[CH:26][C:27](/[CH:30]=[CH:20]/[CH:21]=[O:22])=[N:28][CH:29]=1. Procedure: 818 mg of (triphenylphosphoranylidene)acetaldehyde and 500 mg of 5-bromopyridine-2-carbaldehyde are stirred at RT overnight. The volatile fractions are removed under reduced pressure, and the residue is purified by column chromatography (silica gel, MeOH:DCM=99:1). The reactants are C[Si](C)(C)CCOCCl, COC(=O)c1n[nH]c(Cl)n1, [H-], [Na+], CN(C)C=O. Yields the product COC(=O)c1nc(Cl)n(COCC[Si](C)(C)C)n1. RXN SMILES: [CH3:13][Si:14]([CH2:15][CH2:16][O:17][CH2:18][Cl:19])([CH3:20])[CH3:21].[CH3:3][O:4][C:5](=[O:6])[c:7]1[n:8][nH:9][c:10]([Cl:12])[n:11]1.[H-:2].[Na+:1].[O:22]=[CH:23][N:24]([CH3:25])[CH3:26]>>[CH3:3][O:4][C:5](=[O:6])[c:7]1[n:8][n:9]([CH2:18][O:17][CH2:16][CH2:15][Si:14]([CH3:13])([CH3:20])[CH3:21])[c:10]([Cl:12])[n:11]1. Reactants: CC(NC1C(OCc2ccccc2)OC(CO)C(O)C1O)=C1C(=O)CC(C)(C)CC1=O, CN(C)C=O, BrC(c1ccccc1)(c1ccccc1)c1ccccc1, c1ccncc1. Yields the product CC(NC1C(OCc2ccccc2)OC(COC(c2ccccc2)(c2ccccc2)c2ccccc2)C(O)C1O)=C1C(=O)CC(C)(C)CC1=O. Reaction SMILES: [CH3:1][C:2]1([CH3:31])[CH2:3][C:4](=[O:30])[C:5](=[C:9]([CH3:10])[NH:11][CH:12]2[CH:13]([O:14][CH2:15][c:16]3[cH:17][cH:18][cH:19][cH:20][cH:21]3)[O:22][CH:23]([CH2:28][OH:29])[CH:24]([OH:27])[CH:25]2[OH:26])[C:6](=[O:8])[CH2:7]1.[O:52]=[CH:53][N:54]([CH3:55])[CH3:56].[c:32]1([C:38]([c:39]2[cH:40][cH:41][cH:42][cH:43][cH:44]2)([c:45]2[cH:46][cH:47][cH:48][cH:49][cH:50]2)[Br:51])[cH:33][cH:34][cH:35][cH:36][cH:37]1.[cH:57]1[cH:58][cH:59][n:60][cH:61][cH:62]1>>[CH3:1][C:2]1([CH3:31])[CH2:3][C:4](=[O:30])[C:5](=[C:9]([CH3:10])[NH:11][CH:12]2[CH:13]([O:14][CH2:15][c:16]3[cH:17][cH:18][cH:19][cH:20][cH:21]3)[O:22][CH:23]([CH2:28][O:29][C:38]([c:32]3[cH:33][cH:34][cH:35][cH:36][cH:37]3)([c:39]3[cH:40][cH:41][cH:42][cH:43][cH:44]3)[c:45]3[cH:46][cH:47][cH:48][cH:49][cH:50]3)[CH:24]([OH:27])[CH:25]2[OH:26])[C:6](=[O:8])[CH2:7]1.